Dataset: the Open Reaction Database (ORD), a public repository of structured organic reaction records. Task: describe an organic reaction: reactants, conditions, products, and yield Solvent: O (water). The reactants are [N+](=O)([O-])C1=C(C(=O)O)C(=CC=C1)[N+](=O)[O-] (2,6-dinitrobenzoic acid), [SH-].[Na+] (sodium hydrosulfide), CO (methanol). Reaction SMILES: [N+:1]([C:4]1[CH:12]=[CH:11][CH:10]=[C:9]([N+:13]([O-])=O)[C:5]=1[C:6]([OH:8])=[O:7])([O-:3])=[O:2].[SH-].[Na+].CO>O>[NH2:13][C:9]1[CH:10]=[CH:11][CH:12]=[C:4]([N+:1]([O-:3])=[O:2])[C:5]=1[C:6]([OH:8])=[O:7] |f:1.2|. The product is NC1=C(C(=O)O)C(=CC=C1)[N+](=O)[O-] (2-amino-6-nitrobenzoic acid). Reported procedure: In one non-limiting reaction scheme, dinitrobenzoic acid may be reacted with about one to about five equivalents of an alkali hydrosulfide in a methanol:water mixture at reflux temperature for about 20 to about 40 minutes to produce an aminonitrobenzoic acid. As is described in the Example below, 2,6-dinitrobenzoic acid may be allowed to react with about three equivalents of sodium hydrosulfide in a methanol:water mixture at reflux temperature for about 30 minutes to produce 2-amino-6-nitrobenzo... The reactants are O=C(O)COc1ccc(Cl)nc1, CCOCC1NCCN(Cc2ccc3c(N)ncnc3c2)C1=O. Yields the product CCOCC1C(=O)N(Cc2ccc3c(N)ncnc3c2)CCN1C(=O)COc1ccc(Cl)nc1. Reaction SMILES: [Cl:24][c:25]1[cH:26][cH:27][c:28]([O:31][CH2:32][C:33](=[O:34])[OH:35])[cH:29][n:30]1.[NH2:1][c:2]1[n:3][cH:4][n:5][c:6]2[cH:7][c:8]([CH2:12][N:13]3[C:14](=[O:23])[CH:15]([CH2:19][O:20][CH2:21][CH3:22])[NH:16][CH2:17][CH2:18]3)[cH:9][cH:10][c:11]12>>[NH2:1][c:2]1[n:3][cH:4][n:5][c:6]2[cH:7][c:8]([CH2:12][N:13]3[C:14](=[O:23])[CH:15]([CH2:19][O:20][CH2:21][CH3:22])[N:16]([C:33]([CH2:32][O:31][c:28]4[cH:27][cH:26][c:25]([Cl:24])[n:30][cH:29]4)=[O:34])[CH2:17][CH2:18]3)[cH:9][cH:10][c:11]12. RXN SMILES: Br[C:2]1[CH:3]=[C:4]2[C:9](=[CH:10][CH:11]=1)[CH:8]=[C:7]([OH:12])[CH:6]=[CH:5]2.[F:13][C:14]1[CH:15]=[CH:16][C:17](B2OC(C)(C)C(C)(C)O2)=[C:18]([CH:21]=1)[C:19]#[N:20].C(=O)([O-])[O-:32].[Na+].[Na+].Cl>O1CCOCC1.C1C=CC([P]([Pd]([P](C2C=CC=CC=2)(C2C=CC=CC=2)C2C=CC=CC=2)([P](C2C=CC=CC=2)(C2C=CC=CC=2)C2C=CC=CC=2)[P](C2C=CC=CC=2)(C2C=CC=CC=2)C2C=CC=CC=2)(C2C=CC=CC=2)C2C=CC=CC=2)=CC=1>[F:13][C:14]1[CH:15]=[CH:16][C:17]([C:2]2[CH:11]=[CH:10][C:9]3[C:4](=[CH:5][CH:6]=[C:7]([OH:12])[CH:8]=3)[CH:3]=2)=[C:18]([CH:21]=1)[C:19]([NH2:20])=[O:32] |f:2.3.4,^1:47,49,68,87|. Run at temperature 80 celsius. Run in O1CCOCC1 (1,4-dioxane). Reagents/catalysts: C=1C=CC(=CC1)[P](C=2C=CC=CC2)(C=3C=CC=CC3)[Pd]([P](C=4C=CC=CC4)(C=5C=CC=CC5)C=6C=CC=CC6)([P](C=7C=CC=CC7)(C=8C=CC=CC8)C=9C=CC=CC9)[P](C=1C=CC=CC1)(C=1C=CC=CC1)C=1C=CC=CC1 (tetrakis(triphenylphosphine)palladium). Reported procedure: A mixture of 6-bromo-2-naphthol (12.0 g, 52.2 mmol), 5-fluoro-2-(4,4,5,5-tetramethyl-[1,3,2]dioxaborolan-2-yl)benzonitrile (16.7 g, 67.6 mmol, prepared according to the method disclosed in patent WO/2003099816), sodium carbonate solution (2M, 75 mL) and tetrakis(triphenylphosphine)palladium (0) (1.2 g, 1.0 mmol) in 1,4-dioxane (360 mL) was heated at 80° C. for 17 hours. It was allowed to cool then poured into dilute hydrochloric acid (1 M, 360 mL) and extracted with ethyl acetate (3×200 mL). The... Starting materials: Cl (hydrochloric acid), BrC=1C=C2C=CC(=CC2=CC1)O (6-bromo-2-naphthol), FC=1C=CC(=C(C#N)C1)B1OC(C(O1)(C)C)(C)C (5-fluoro-2-(4,4,5,5-tetramethyl-[1,3,2]dioxaborolan-2-yl)benzonitrile), C([O-])([O-])=O.[Na+].[Na+] (sodium carbonate). Yields the product FC=1C=CC(=C(C(=O)N)C1)C1=CC2=CC=C(C=C2C=C1)O (5-fluoro-2-(6-hydroxy-2-naphthyl)benzamide). The reactants are CN1C(=O)C(Br)=C(c2c(CCCCc3cc4ccccc4[nH]3)[nH]c3ccccc23)C1=O, CO. Yields the product CN1C(=O)CC(c2c(CCCCc3cc4ccccc4[nH]3)[nH]c3ccccc23)C1=O. As a reaction SMILES: [Br:1][C:2]1=[C:6]([c:7]2[c:8]([CH2:16][CH2:17][CH2:18][CH2:19][c:20]3[nH:21][c:22]4[cH:23][cH:24][cH:25][cH:26][c:27]4[cH:28]3)[nH:9][c:10]3[cH:11][cH:12][cH:13][cH:14][c:15]23)[C:5](=[O:29])[N:4]([CH3:30])[C:3]1=[O:31].[CH3:32][OH:33]>>[CH2:2]1[C:3](=[O:31])[N:4]([CH3:30])[C:5](=[O:29])[CH:6]1[c:7]1[c:8]([CH2:16][CH2:17][CH2:18][CH2:19][c:20]2[nH:21][c:22]3[cH:23][cH:24][cH:25][cH:26][c:27]3[cH:28]2)[nH:9][c:10]2[cH:11][cH:12][cH:13][cH:14][c:15]12. Reactants: O=C([O-])[O-], Cc1ccccc1, CCO, ClCCl, Nc1c(C(=O)c2ccc(Cl)cc2Cl)oc2cc(I)ccc12, [Na+], [Na+], OB(O)c1cccnc1. The product is Nc1c(C(=O)c2ccc(Cl)cc2Cl)oc2cc(-c3cccnc3)ccc12. As a reaction SMILES: [C:34](=[O:35])([O-:36])[O-:37].[CH3:40][c:41]1[cH:42][cH:43][cH:44][cH:45][cH:46]1.[CH3:47][CH2:48][OH:49].[Cl:31][CH2:32][Cl:33].[NH2:1][c:2]1[c:3]([C:12](=[O:13])[c:14]2[c:15]([Cl:21])[cH:16][c:17]([Cl:20])[cH:18][cH:19]2)[o:4][c:5]2[c:6]1[cH:7][cH:8][c:9]([I:11])[cH:10]2.[Na+:38].[Na+:39].[n:22]1[cH:23][c:24]([B:28]([OH:29])[OH:30])[cH:25][cH:26][cH:27]1>>[NH2:1][c:2]1[c:3]([C:12](=[O:13])[c:14]2[c:15]([Cl:21])[cH:16][c:17]([Cl:20])[cH:18][cH:19]2)[o:4][c:5]2[c:6]1[cH:7][cH:8][c:9](-[c:24]1[cH:23][n:22][cH:27][cH:26][cH:25]1)[cH:10]2. The reactants are C(=O)C1=C(N=CN1C)C#N (5-formyl-1-methyl-1H-imidazole-4-carbonitrile), Cl.NCC(CC(=O)OCC)C1=C(C(=CC(=C1)F)F)F (ethyl 4-amino-3-(2,3,5-trifluorophenyl)butanoate hydrochloride). As a reaction SMILES: [CH:1]([C:3]1[N:7]([CH3:8])[CH:6]=[N:5][C:4]=1[C:9]#[N:10])=O.Cl.[NH2:12][CH2:13][CH:14]([C:21]1[CH:26]=[C:25]([F:27])[CH:24]=[C:23]([F:28])[C:22]=1[F:29])[CH2:15][C:16](OCC)=[O:17]>>[CH3:8][N:7]1[C:3]([CH2:1][N:12]2[CH2:13][CH:14]([C:21]3[CH:26]=[C:25]([F:27])[CH:24]=[C:23]([F:28])[C:22]=3[F:29])[CH2:15][C:16]2=[O:17])=[C:4]([C:9]#[N:10])[N:5]=[CH:6]1 |f:1.2|. The product is CN1C=NC(=C1CN1C(CC(C1)C1=C(C(=CC(=C1)F)F)F)=O)C#N (1-methyl-5-{[2-oxo-4-(2,3,5-trifluorophenyl)pyrrolidin-1-yl]methyl}-1H-imidazole-4-carbonitrile). Procedure: 1-methyl-5-{[2-oxo-4-(2,3,5-trifluorophenyl)pyrrolidin-1-yl]methyl}-1H-imidazole-4-carbonitrile 127 is prepared according to the method described in 10.1 starting from 5-formyl-1-methyl-1H-imidazole-4-carbonitrile x86 and ethyl 4-amino-3-(2,3,5-trifluorophenyl)butanoate hydrochloride x60. The yield is 25.8%. The reactants are C(C)(C)(C)OC(NC1C2CC(C(C1)CC2)=O)=O ((5-Oxo-bicyclo[2.2.2]oct-2-yl)-carbamic acid tert-butyl ester), C(=O)(C(F)(F)F)O (TFA). Solvent: C(Cl)Cl (DCM). Yields the product FC(C(=O)O)(F)F.NC1C2CC(C(C1)CC2)=O (5-Amino-bicyclo[2.2.2]octan-2-one trifluoro-acetic acid salt). Yield: 91.5%. RXN SMILES: C(OC(=O)[NH:7][CH:8]1[CH2:13][CH:12]2[CH2:14][CH2:15][CH:9]1[CH2:10][C:11]2=[O:16])(C)(C)C.[C:18]([OH:24])([C:20]([F:23])([F:22])[F:21])=[O:19]>C(Cl)Cl>[F:21][C:20]([F:23])([F:22])[C:18]([OH:24])=[O:19].[NH2:7][CH:8]1[CH2:13][CH:12]2[CH2:14][CH2:15][CH:9]1[CH2:10][C:11]2=[O:16] |f:3.4|. Procedure details: (5-Oxo-bicyclo[2.2.2]oct-2-yl)-carbamic acid tert-butyl ester (Preparation 75, 279 g, 1.17 mol, 1.0 eq) was taken up in DCM (450 mL). TFA (416 mL, 5.60 mol, 4.8 eq) was added dropwise. On addition, the reaction warms to reflux while much gas evolves. The reaction mixture was kept at reflux temperature for 1 hour after which it was allowed to cool to room temperature overnight. The mixture was concentrated and the residue was taken up in DCM (50 mL) and then tert-butyl methyl ether (1.3 L) was ad...